This data is from the Open Reaction Database (ORD), a public repository of structured organic reaction records. The task is: describe an organic reaction: reactants, conditions, products, and yield Starting materials: ClC1=C(C(=O)N2N=C(C3=CC=CC=C23)C=2C=C3COC(C3=CC2)=O)C(=CC=C1)C(F)(F)F (5-(1-(2-chloro-6-(trifluoromethyl)benzoyl)-1H-indazol-3-yl)isobenzo furan-1(3H)-one), [Li+].[OH-] (LiOH), C1CCOC1 (THF), C1=CC=C(C=C1)CBr (BnBr). The solvent is O (H2O), O (H2O), CCOC(=O)C (EtOAc). Reaction conditions: time 3 hour. Yields the product ClC1=C(C(=O)N2N=C(C3=CC=CC=C23)C2=CC(=C(C(=O)OCC3=CC=CC=C3)C=C2)CO)C(=CC=C1)C(F)(F)F (benzyl 4-(1-(2-chloro-6-(trifluoromethyl)benzoyl)-1H-indazol-3-yl)-2-(hydroxymethyl)benzoate). Reaction SMILES: [Cl:1][C:2]1[CH:28]=[CH:27][CH:26]=[C:25]([C:29]([F:32])([F:31])[F:30])[C:3]=1[C:4]([N:6]1[C:14]2[C:9](=[CH:10][CH:11]=[CH:12][CH:13]=2)[C:8]([C:15]2[CH:16]=[C:17]3[C:21](=[CH:22][CH:23]=2)[C:20](=[O:24])[O:19][CH2:18]3)=[N:7]1)=[O:5].[Li+].[OH-].[CH:35]1[CH:40]=[CH:39][C:38](CBr)=[CH:37][CH:36]=1.C1C[O:46][CH2:45]C1>O.CCOC(C)=O>[Cl:1][C:2]1[CH:28]=[CH:27][CH:26]=[C:25]([C:29]([F:32])([F:31])[F:30])[C:3]=1[C:4]([N:6]1[C:14]2[C:9](=[CH:10][CH:11]=[CH:12][CH:13]=2)[C:8]([C:15]2[CH:23]=[CH:22][C:21]([C:20]([O:19][CH2:18][C:35]3[CH:40]=[CH:39][CH:38]=[CH:37][CH:36]=3)=[O:24])=[C:17]([CH2:45][OH:46])[CH:16]=2)=[N:7]1)=[O:5] |f:1.2|. Reported procedure: A mixture of 5-(1-(2-chloro-6-(trifluoromethyl)benzoyl)-1H-indazol-3-yl)isobenzo furan-1(3H)-one (G-2) (0.6 g, 1.32 mmol) and LiOH (0.16 g, 6.58 mmol) in THF (6 mL) and H2O (3 mL) was stirred at rt for 3 h. The solvent was removed under reduced pressure, and the residue was dissolved in DMF (10 mL), followed by the addition of BnBr (0.78 mL, 6.6 mmol). The resulting mixture was stirred at rt for 3 h. The mixture was diluted with H2O, and EtOAc. The combined organic layers were washed with brine,... The reactants are C(C=1C(O)=CC=CC1)=O (salicylaldehyde), Cl (hydrochloric acid), acid chloride, CC=1C(C(=C(C(C1C)=O)C)CCCCCC(=O)O)=O (2,3,5-trimethyl-6-(5'-carboxypentyl)-1,4-benzoquinone). Solvent: N1=CC=CC=C1 (pyridine), O (water), C(C(=O)Cl)(=O)Cl (oxalyl chloride), C1=CC=CC=C1 (benzene). Run at time 2.5 hour. Product: CC=1C(C(=C(C(C1C)=O)C)CCCCCC(=O)OC1=C(C=CC=C1)C=O)=O (2,3,5-trimethyl-6-(5'-(o-formylphenyloxycarbonyl)pentyl)-1,4-benzoquinone). Reaction SMILES: [CH3:1][C:2]1[C:3](=[O:19])[C:4]([CH2:11][CH2:12][CH2:13][CH2:14][CH2:15][C:16]([OH:18])=[O:17])=[C:5]([CH3:10])[C:6](=[O:9])[C:7]=1[CH3:8].[CH:20](=[O:28])[C:21]1[C:22](=[CH:24][CH:25]=[CH:26][CH:27]=1)O.Cl>C(Cl)(=O)C(Cl)=O.C1C=CC=CC=1.N1C=CC=CC=1.O>[CH3:1][C:2]1[C:3](=[O:19])[C:4]([CH2:11][CH2:12][CH2:13][CH2:14][CH2:15][C:16]([O:18][C:27]2[CH:26]=[CH:25][CH:24]=[CH:22][C:21]=2[CH:20]=[O:28])=[O:17])=[C:5]([CH3:10])[C:6](=[O:9])[C:7]=1[CH3:8]. Procedure details: The acid chloride (1.01 part) synthesized from 2,3,5-trimethyl-6-(5'-carboxypentyl)-1,4-benzoquinone (formula I-2 wherein R=H3C, n=4, in the free form) (1 part) and oxalyl chloride (5 volume parts) was dissolved in anhydrous benzene (10 volume parts) and the solution was added dropwise to a solution of salicylaldehyde (0.6 part) in pyridine (10 volume parts) at 25° C. After stirring for 2.5 hours, the reaction mixture was diluted with cold water (300 volume parts) and rendered acidic with dilute...